From a dataset of the Open Reaction Database (ORD), a public repository of structured organic reaction records. describe an organic reaction: reactants, conditions, products, and yield Reactants: C1CCOC1, Cc1onc(-c2ccccc2)c1CO, CCOC(=O)N=NC(=O)OCC, Oc1ccc(Br)cn1, c1ccc(P(c2ccccc2)c2ccccc2)cc1. The product is Cc1onc(-c2ccccc2)c1COc1ccc(Br)cn1. RXN SMILES: [CH2:54]1[O:55][CH2:56][CH2:57][CH2:58]1.[CH3:1][c:2]1[c:3]([CH2:13][OH:14])[c:4](-[c:7]2[cH:8][cH:9][cH:10][cH:11][cH:12]2)[n:5][o:6]1.[O:42]=[C:43]([O:44][CH2:45][CH3:46])[N:47]=[N:48][C:49]([O:50][CH2:51][CH3:52])=[O:53].[OH:15][c:16]1[n:17][cH:18][c:19]([Br:22])[cH:20][cH:21]1.[c:23]1([P:24]([c:25]2[cH:26][cH:27][cH:28][cH:29][cH:30]2)[c:31]2[cH:32][cH:33][cH:34][cH:35][cH:36]2)[cH:37][cH:38][cH:39][cH:40][cH:41]1>>[CH3:1][c:2]1[c:3]([CH2:13][O:14][c:16]2[n:17][cH:18][c:19]([Br:22])[cH:20][cH:21]2)[c:4](-[c:7]2[cH:8][cH:9][cH:10][cH:11][cH:12]2)[n:5][o:6]1. Starting materials: O=C([O-])[O-], CCCCCCCOc1ccc(-c2ccc(OCC(O)CCOCCC)cc2F)nc1, CCCCCCCOc1ccc(-c2ccc(O)cc2F)nc1, CCN(CC)S(F)(F)F, CCC(C)=O, ClCCl, [K+], [K+], CCCOCCC1CO1, O=C(O)CC(O)C(=O)O. The product is CCCCCCCOc1ccc(-c2ccc(OCC(F)CCOCCC)cc2F)nc1. As a reaction SMILES: [C:81](=[O:82])([O-:83])[O-:84].[CH2:1]([CH2:2][CH2:3][CH2:4][CH2:5][CH2:6][CH3:7])[O:8][c:9]1[cH:10][cH:11][c:12](-[c:15]2[c:16]([F:31])[cH:17][c:18]([O:21][CH2:22][CH:23]([CH2:24][CH2:25][O:26][CH2:27][CH2:28][CH3:29])[OH:30])[cH:19][cH:20]2)[n:13][cH:14]1.[CH2:50]([O:51][c:52]1[cH:53][cH:54][c:55](-[c:56]2[cH:57][cH:58][c:59]([OH:60])[cH:61][c:62]2[F:71])[n:63][cH:64]1)[CH2:65][CH2:66][CH2:67][CH2:68][CH2:69][CH3:70].[CH2:72]([N:73]([S:74]([F:75])([F:76])[F:77])[CH2:78][CH3:79])[CH3:80].[CH2:87]([C:88]([CH3:89])=[O:90])[CH3:91].[CH2:92]([Cl:93])[Cl:94].[K+:85].[K+:86].[O:32]1[CH:33]([CH2:34][CH2:35][O:36][CH2:37][CH2:38][CH3:39])[CH2:40]1.[OH:41][CH:42]([C:43](=[O:44])[OH:45])[CH2:46][C:47](=[O:48])[OH:49]>>[CH2:1]([CH2:2][CH2:3][CH2:4][CH2:5][CH2:6][CH3:7])[O:8][c:9]1[cH:10][cH:11][c:12](-[c:15]2[c:16]([F:31])[cH:17][c:18]([O:21][CH2:22][CH:23]([CH2:24][CH2:25][O:26][CH2:27][CH2:28][CH3:29])[F:71])[cH:19][cH:20]2)[n:13][cH:14]1. The reactants are COC(=O)CCOC1CCN(Cc2ccccc2)CC1, CO, [Li+], [OH-]. The product is O=C(O)CCOC1CCN(Cc2ccccc2)CC1. Reaction SMILES: [CH2:3]([c:4]1[cH:5][cH:6][cH:7][cH:8][cH:9]1)[N:10]1[CH2:11][CH2:12][CH:13]([O:16][CH2:17][CH2:18][C:19](=[O:20])[O:21][CH3:22])[CH2:14][CH2:15]1.[CH3:23][OH:24].[Li+:1].[OH-:2]>>[CH2:3]([c:4]1[cH:5][cH:6][cH:7][cH:8][cH:9]1)[N:10]1[CH2:11][CH2:12][CH:13]([O:16][CH2:17][CH2:18][C:19](=[O:20])[OH:21])[CH2:14][CH2:15]1. Reactants: C1(=CC=CC=C1)C1(CCC1)C(=O)O (1-Phenylcyclobutanecarboxylic acid), O=S(Cl)Cl (SOCl2), C(C)(C)N(C(C)C)C(C)O (Diisopropylaminoethanol). Run at temperature 80 celsius, time 0.5 hour. The product is Cl.C1(=CC=CC=C1)C1(CCC1)C(=O)OCCN(CC)CC (2-(Diethylamino)ethyl 1-phenylcyclobutanecarboxylate Hydrochloride). RXN SMILES: [C:1]1([C:7]2([C:11]([OH:13])=[O:12])[CH2:10][CH2:9][CH2:8]2)[CH:6]=[CH:5][CH:4]=[CH:3][CH:2]=1.O=S(Cl)[Cl:16].[CH:18]([N:21]([CH:25](O)[CH3:26])[CH:22](C)[CH3:23])(C)[CH3:19]>>[ClH:16].[C:1]1([C:7]2([C:11]([O:13][CH2:19][CH2:18][N:21]([CH2:25][CH3:26])[CH2:22][CH3:23])=[O:12])[CH2:8][CH2:9][CH2:10]2)[CH:6]=[CH:5][CH:4]=[CH:3][CH:2]=1 |f:3.4|. Procedure details: 1-Phenylcyclobutanecarboxylic acid (1.9 mmol) was refluxed with SOCl2 (5 mL). After 0.5 h, the reaction mixture was evaporated and the residue dissolved in toluene. Diisopropylaminoethanol (3.8 mmol) was added and the mixture was heated at 80° C. for 1.5 h. The reaction mixture was filtered and chromatographed on silica gel using toluene-Et3N 95:5 as eluent. The yield was 1.3 g (73%); mp 137-139° C.; 1H NMR (D2O) δ 1.25 (t, 6H), 1.92-2.01 (m, 1H), 2.07-2.16 (m, 1H), 2.64 (m, 2H), 2.89 (m, 2H), 3... The reactants are COC=1C=CC=2C[C@@H]3[C@@H]4CCOC[C@@]4(C2C1)CCN3 (3-methoxy-6-oxamorphinan), [S-]CC.[Na+] (sodium thioethoxide). Run in CN(C=O)C (dimethylformamide). Yields the product OC=1C=CC=2C[C@@H]3[C@@H]4CCOC[C@@]4(C2C1)CCN3 (3-Hydroxy-6-oxamorphinan). As a reaction SMILES: C[O:2][C:3]1[CH:4]=[CH:5][C:6]2[CH2:7][C@H:8]3[NH:19][CH2:18][CH2:17][C@@:14]4([C:15]=2[CH:16]=1)[C@H:9]3[CH2:10][CH2:11][O:12][CH2:13]4.[S-]CC.[Na+]>CN(C)C=O>[OH:2][C:3]1[CH:4]=[CH:5][C:6]2[CH2:7][C@H:8]3[NH:19][CH2:18][CH2:17][C@@:14]4([C:15]=2[CH:16]=1)[C@H:9]3[CH2:10][CH2:11][O:12][CH2:13]4 |f:1.2|. Procedure details: 3-Methoxy-6-oxamorphinan (VIII) is demethylated using sodium thioethoxide in dimethylformamide by the general procedure of Example 2 to produce the title product. Reactants: C1=NN=CC2=CC=CC=C12 (Phthalazine), C1(C=2C(C(=O)O1)=CC=CC2)=O (phthalic anhydride), CN(N)C (N,N-dimethyl hydrazine). Product: CN(N1C(C2=CC=CC=C2C1=O)=O)C (2-(dimethylamino)isoindoline-1,3-dione). RXN SMILES: C1C2C(=CC=CC=2)C=NN=1.[C:11]1(=O)[O:16][C:14](=[O:15])[C:13]2=[CH:17][CH:18]=[CH:19][CH:20]=[C:12]12.[CH3:22][N:23]([CH3:25])[NH2:24]>>[CH3:22][N:23]([CH3:25])[N:24]1[C:14](=[O:15])[C:13]2[C:12](=[CH:20][CH:19]=[CH:18][CH:17]=2)[C:11]1=[O:16]. Procedure: Phthalazine derivatives of formula IA were prepared as described in FIG. 8 and as further detailed in Example 4. The commercially available phthalic anhydride was reacted with N,N-dimethyl hydrazine to give 2-(dimethylamino)isoindoline-1,3-dione 16 in good yield [Hanefeld W et al. J Heterocyclic Chem. 1996;33:1443]. Then, 16 was reacted with phenylmagnesium bromide, to lead to the intermediate 17 in good yield [Deniau E et al. Tetrahedron: Asym. 2003;14:2253], which in turn was quantitatively co...